Dataset: the Open Reaction Database (ORD), a public repository of structured organic reaction records. Task: describe an organic reaction: reactants, conditions, products, and yield The reactants are BrC1=CC(=C(C=C1)[N+](=O)[O-])OC(C)(C)C (4-bromo-2-(tert-butoxy)-1-nitrobenzene), Cl.FC1(CNCC1(F)F)F (3,3,4,4-tetrafluoropyrrolidine hydrochloride), CC1(C2=C(C(=CC=C2)P(C3=CC=CC=C3)C4=CC=CC=C4)OC5=C(C=CC=C51)P(C6=CC=CC=C6)C7=CC=CC=C7)C (Xantphos), CC(C)([O-])C.[Na+] (sodium tert-butoxide). Reagents/catalysts: C=1C=CC(=CC1)/C=C/C(=O)/C=C/C2=CC=CC=C2.C=1C=CC(=CC1)/C=C/C(=O)/C=C/C2=CC=CC=C2.C=1C=CC(=CC1)/C=C/C(=O)/C=C/C2=CC=CC=C2.[Pd].[Pd] (Pd2(dba)3). Solvent: O1CCOCC1 (1,4-dioxane), O (water). Conditions: temperature 90 celsius, time 4 hour. Yields the product C(C)(C)(C)OC=1C=C(C=CC1[N+](=O)[O-])N1C=C(C(=C1)F)F (1-(3-tert-butoxy-4-nitrophenyl)-3,4-difluoro-1H-pyrrole). Yield: 56.4%. Reaction SMILES: Br[C:2]1[CH:7]=[CH:6][C:5]([N+:8]([O-:10])=[O:9])=[C:4]([O:11][C:12]([CH3:15])([CH3:14])[CH3:13])[CH:3]=1.Cl.[F:17][C:18]1(F)[C:22](F)([F:23])[CH2:21][NH:20][CH2:19]1.CC1(C)C2C(=C(P(C3C=CC=CC=3)C3C=CC=CC=3)C=CC=2)OC2C(P(C3C=CC=CC=3)C3C=CC=CC=3)=CC=CC1=2.CC(C)([O-])C.[Na+]>O1CCOCC1.C1C=CC(/C=C/C(/C=C/C2C=CC=CC=2)=O)=CC=1.C1C=CC(/C=C/C(/C=C/C2C=CC=CC=2)=O)=CC=1.C1C=CC(/C=C/C(/C=C/C2C=CC=CC=2)=O)=CC=1.[Pd].[Pd].O>[C:12]([O:11][C:4]1[CH:3]=[C:2]([N:20]2[CH:21]=[C:22]([F:23])[C:18]([F:17])=[CH:19]2)[CH:7]=[CH:6][C:5]=1[N+:8]([O-:10])=[O:9])([CH3:15])([CH3:14])[CH3:13] |f:1.2,4.5,7.8.9.10.11|. Procedure details: A suspension of 4-bromo-2-(tert-butoxy)-1-nitrobenzene (13.7 g), 3,3,4,4-tetrafluoropyrrolidine hydrochloride (9.87 g), Pd2(dba)3 (0.916 g), Xantphos (2.31 g) and sodium tert-butoxide (19.2 g) in 1,4-dioxane (150 mL) was stirred at 90° C. for 4 hr under an argon atmosphere. The reaction mixture was poured into water, and the mixture was extracted with ethyl acetate. The extract was washed with saturated brine, dried over anhydrous magnesium sulfate, and concentrated under reduced pressure. The r... Starting materials: CC(=O)OC(C)=O, Cl, Cl, Cc1nc2c(OCc3c(Cl)ccc(N)c3Cl)cccn2c1Br, O, c1ccncc1. Product: CC(=O)Nc1ccc(Cl)c(COc2cccn3c(Br)c(C)nc23)c1Cl. As a reaction SMILES: [CH3:25][C:26](=[O:27])[O:28][C:29](=[O:30])[CH3:31].[ClH:1].[ClH:2].[NH2:3][c:4]1[c:5]([Cl:24])[c:6]([CH2:7][O:8][c:9]2[c:10]3[n:11]([cH:12][cH:13][cH:14]2)[c:15]([Br:19])[c:16]([CH3:18])[n:17]3)[c:20]([Cl:23])[cH:21][cH:22]1.[OH2:32].[cH:33]1[cH:34][cH:35][n:36][cH:37][cH:38]1>>[NH:3]([c:4]1[c:5]([Cl:24])[c:6]([CH2:7][O:8][c:9]2[c:10]3[n:11]([cH:12][cH:13][cH:14]2)[c:15]([Br:19])[c:16]([CH3:18])[n:17]3)[c:20]([Cl:23])[cH:21][cH:22]1)[C:26]([CH3:25])=[O:27]. The reactants are CO, CC1c2ccccc2CC1C(=O)O, O=S(=O)(O)O. Product: COC(=O)C1Cc2ccccc2C1C. As a reaction SMILES: [CH3:19][OH:20].[CH3:1][CH:2]1[CH:3]([C:11](=[O:12])[OH:13])[CH2:4][c:5]2[cH:6][cH:7][cH:8][cH:9][c:10]21.[S:14](=[O:15])(=[O:16])([OH:17])[OH:18]>>[CH3:1][CH:2]1[CH:3]([C:11]([O:12][CH3:19])=[O:13])[CH2:4][c:5]2[cH:6][cH:7][cH:8][cH:9][c:10]21. Reactants: O=C(O)C1Cc2c(Br)ccc(O)c2CN1, CO, O=S(=O)(O)O. The product is COC(=O)C1Cc2c(Br)ccc(O)c2CN1. RXN SMILES: [Br:1][c:2]1[c:3]2[c:8]([c:9]([OH:12])[cH:10][cH:11]1)[CH2:7][NH:6][CH:5]([C:13](=[O:14])[OH:15])[CH2:4]2.[CH3:21][OH:22].[S:16](=[O:17])(=[O:18])([OH:19])[OH:20]>>[Br:1][c:2]1[c:3]2[c:8]([c:9]([OH:12])[cH:10][cH:11]1)[CH2:7][NH:6][CH:5]([C:13](=[O:14])[O:15][CH3:21])[CH2:4]2. The reactants are NCCCN1CCN(CC1)CCCN (1,4-bis(3-aminopropyl)piperazine), C(C)OC=1C=C(C=O)C=CC1OCC (3,4-diethoxybenzaldehyde). Yields the product C(C)OC=1C=C(CNCCCN2CCN(CC2)CCCNCC2=CC(=C(C=C2)OCC)OCC)C=CC1OCC (N,N'-bis{[N-(3,4-diethoxybenzyl)]-3-aminopropyl}piperazine). Isolated yield 80.0%. As a reaction SMILES: [NH2:1][CH2:2][CH2:3][CH2:4][N:5]1[CH2:10][CH2:9][N:8]([CH2:11][CH2:12][CH2:13][NH2:14])[CH2:7][CH2:6]1.[CH2:15]([O:17][C:18]1[CH:19]=[C:20]([CH:23]=[CH:24][C:25]=1[O:26][CH2:27][CH3:28])[CH:21]=O)[CH3:16]>>[CH2:15]([O:17][C:18]1[CH:19]=[C:20]([CH:23]=[CH:24][C:25]=1[O:26][CH2:27][CH3:28])[CH2:21][NH:14][CH2:13][CH2:12][CH2:11][N:8]1[CH2:7][CH2:6][N:5]([CH2:4][CH2:3][CH2:2][NH:1][CH2:21][C:20]2[CH:23]=[CH:24][C:25]([O:26][CH2:27][CH3:28])=[C:18]([O:17][CH2:15][CH3:16])[CH:19]=2)[CH2:10][CH2:9]1)[CH3:16]. Reported procedure: The title compound was prepared by a similar way as in Preparation Example 1, except that 1,4-bis(3-aminopropyl)piperazine was used instead of trans-1,2-cyclohexane diamine and 3,4-diethoxybenzaldehyde was used instead of veratraldehyde. Reactants: C1(=CC=CC=C1)O (phenol), C1=CCCC1 (cyclopentene). Run at time 15 hour. Product: C1(CCCC1)C1=C(C(=CC(=C1)C1CCCC1)C1CCCC1)O (2,4,6-tricyclopentylphenol). Isolated yield 11.6%. As a reaction SMILES: [C:1]1([OH:7])[CH:6]=[CH:5][CH:4]=[CH:3][CH:2]=1.[CH:8]1[CH2:12][CH2:11][CH2:10][CH:9]=1>>[CH:8]1([C:2]2[CH:3]=[C:4]([CH:8]3[CH2:12][CH2:11][CH2:10][CH2:9]3)[CH:5]=[C:6]([CH:8]3[CH2:12][CH2:11][CH2:10][CH2:9]3)[C:1]=2[OH:7])[CH2:12][CH2:11][CH2:10][CH2:9]1. Reported procedure: To 470 g of phenol and 100 g of an acid-activated fuller's earth 1020 g of cyclopentene are added dropwise at 140° C whereupon the mixture is stirred at the same temperature for 15 h. After elimination of the catalyst by filtration the reaction mixture is distilled by fractionation. Besides 2,4,6-tricyclopentylphenol 173 g of a fraction are obtained having a boiling range of 205° to 212° C at 1.4 mm Hg which are recrystallised from ligroin. Yield: 143 g of 2,4,5-tricyclopentylphenol. Melting poi... Reactants: COc1ccc2nc(N)sc2n1, CS(=O)(=O)c1ccc(C(CC2CCCC2)C(=O)Cl)cc1, c1ccncc1. Yields the product COc1ccc2nc(NC(=O)C(CC3CCCC3)c3ccc(S(C)(=O)=O)cc3)sc2n1. As a reaction SMILES: [CH3:1][O:2][c:3]1[cH:4][cH:5][c:6]2[c:7]([n:8]1)[s:9][c:10]([NH2:12])[n:11]2.[CH:13]1([CH2:18][CH:19]([C:20](=[O:21])[Cl:22])[c:23]2[cH:24][cH:25][c:26]([S:29](=[O:30])(=[O:31])[CH3:32])[cH:27][cH:28]2)[CH2:14][CH2:15][CH2:16][CH2:17]1.[cH:33]1[cH:34][cH:35][n:36][cH:37][cH:38]1>>[CH3:1][O:2][c:3]1[cH:4][cH:5][c:6]2[c:7]([n:8]1)[s:9][c:10]([NH:12][C:20]([CH:19]([CH2:18][CH:13]1[CH2:14][CH2:15][CH2:16][CH2:17]1)[c:23]1[cH:24][cH:25][c:26]([S:29](=[O:30])(=[O:31])[CH3:32])[cH:27][cH:28]1)=[O:21])[n:11]2. Reactants: [N+](=O)([O-])C1=CC=C(CN(C(C)=O)CC2=CC=C(C=C2)[N+](=O)[O-])C=C1 (N,N-bis(4-nitrobenzyl)acetamide), [Cl-].[NH4+] (ammonium chloride). Reagents/catalysts: [Fe] (iron). Run in C(C)O (ethanol), O1CCCC1 (tetrahydrofuran), O (water). Conditions: temperature 80 celsius. Yields the product NC1=CC=C(CN(C(C)=O)CC2=CC=C(C=C2)N)C=C1 (N,N-bis(4-aminobenzyl)acetamide). Yield: 110.6%. RXN SMILES: [N+:1]([C:4]1[CH:24]=[CH:23][C:7]([CH2:8][N:9]([CH2:13][C:14]2[CH:19]=[CH:18][C:17]([N+:20]([O-])=O)=[CH:16][CH:15]=2)[C:10](=[O:12])[CH3:11])=[CH:6][CH:5]=1)([O-])=O.[Cl-].[NH4+]>C(O)C.O1CCCC1.O.[Fe]>[NH2:1][C:4]1[CH:5]=[CH:6][C:7]([CH2:8][N:9]([CH2:13][C:14]2[CH:15]=[CH:16][C:17]([NH2:20])=[CH:18][CH:19]=2)[C:10](=[O:12])[CH3:11])=[CH:23][CH:24]=1 |f:1.2|. Procedure details: A mixture of the product from Example 68A (250 mg, 0.759 mmol), iron powder (424 mg, 7.59 mmol), and ammonium chloride (203 mg, 3.80 mmol) in ethanol (1 mL), tetrahydrofuran (1 mL) and water (0.250 mL) was heated at 80° C. for 18 hours. The mixture was allowed to cool to rt, filtered, rinsed with methanol, and concentrated in vacuo. The residue was partitioned between EtOAc and H2O, and the organic layer was dried (Na2SO4), filtered and concentrated in vacuo to afford the title compound (226 mg,...